This data is from the Open Reaction Database (ORD), a public repository of structured organic reaction records. The task is: describe an organic reaction: reactants, conditions, products, and yield Starting materials: FC(CCN1CCN(CC1)C(=O)OC(C)(C)C)(F)F (tert-butyl 4-(3,3,3-trifluoropropyl)-1-piperazinecarboxylate), Cl (hydrogen chloride). Run in C(C)(=O)OCC (ethyl acetate), CO (methanol), C(C)(=O)OCC (ethyl acetate), C(C)(=O)OCC (ethyl acetate). Run at time 2 hour. Product: Cl.Cl.FC(CCN1CCNCC1)(F)F (1-(3,3,3-Trifluoropropyl)piperazine dihydrochloride). Reaction SMILES: [F:1][C:2]([F:19])([F:18])[CH2:3][CH2:4][N:5]1[CH2:10][CH2:9][N:8](C(OC(C)(C)C)=O)[CH2:7][CH2:6]1.[ClH:20]>C(OCC)(=O)C.CO>[ClH:20].[ClH:20].[F:19][C:2]([F:1])([F:18])[CH2:3][CH2:4][N:5]1[CH2:10][CH2:9][NH:8][CH2:7][CH2:6]1 |f:4.5.6|. Reported procedure: To a solution of tert-butyl 4-(3,3,3-trifluoropropyl)-1-piperazinecarboxylate (5.77 g) in ethyl acetate (13 ml) and methanol (10 ml) was added dropwise 4N hydrogen chloride in ethyl acetate (29 ml) at 0° C. The mixture was warmed to room temperature and stirred for 2 hours. The reaction mixture was diluted with ethyl acetate. The resulting precipitate was collected by filtration, washed with ethyl acetate and dried in vacuo to give the title compound (4.70 g) as a pale yellow solid. Reactants: [H-].[Na+] (Sodium hydride), C(C1=CC=CC=C1)OP(OCC1=CC=CC=C1)[O-] (dibenzylphosphite), C1(=CC=CC=C1)CCCCCl (4-phenylbutyl chloride). Run in CN(C=O)C (dimethylformamide), CN(C=O)C (dimethylformamide). Run at time 30 minute. Yields the product C1(=CC=CC=C1)CCCCP(OCC1=CC=CC=C1)(OCC1=CC=CC=C1)=O ((4-phenylbutyl)phosphonic acid, dibenzyl ester). As a reaction SMILES: [H-].[Na+].[CH2:3]([O:10][P:11]([O-:20])[O:12][CH2:13][C:14]1[CH:19]=[CH:18][CH:17]=[CH:16][CH:15]=1)[C:4]1[CH:9]=[CH:8][CH:7]=[CH:6][CH:5]=1.[C:21]1([CH2:27][CH2:28][CH2:29][CH2:30]Cl)[CH:26]=[CH:25][CH:24]=[CH:23][CH:22]=1>CN(C)C=O>[C:21]1([CH2:27][CH2:28][CH2:29][CH2:30][P:11](=[O:20])([O:10][CH2:3][C:4]2[CH:5]=[CH:6][CH:7]=[CH:8][CH:9]=2)[O:12][CH2:13][C:14]2[CH:15]=[CH:16][CH:17]=[CH:18][CH:19]=2)[CH:26]=[CH:25][CH:24]=[CH:23][CH:22]=1 |f:0.1|. Procedure: Sodium hydride 50% oil dispersion (1.01 g., 20.8 mmole) is added to a solution of dibenzylphosphite (5.25 g., 20.0 mmole) in dry dimethylformamide (30 ml.) under argon. The resulting mixture is stirred at room temperature for one hour and at 40° (bath temperature) for 30 minutes. The resulting clear, yellow solution is allowed to cool to room temperature and treated with a solution of 4-phenylbutyl chloride (4.0 g., 23.7 mmole) in dimethylformamide (3 ml.). The resulting mixture is stirred at ro... The reactants are C[O-].[Na+] (sodium methoxide), C(=O)C1=CC=C(C=C1)NC(OC(C)(C)C)=O (tert-butyl 4-formylphenylcarbamate), COC(CN=[N+]=[N-])=O (methylazidoacetate). Solvent: CO (methanol), CO (methanol). Conditions: temperature 0 celsius, time 6 hour. Product: N(=[N+]=[N-])\C(\C(=O)OC)=C\C1=CC=C(C=C1)NC(=O)OC(C)(C)C (methyl (2E)-2-azido-3-{4-[(tert-butoxycarbonyl)amino]phenyl}prop-2-enoate). Isolated yield 53.4%. Reaction SMILES: C[O-].[Na+].[CH:4]([C:6]1[CH:11]=[CH:10][C:9]([NH:12][C:13](=[O:19])[O:14][C:15]([CH3:18])([CH3:17])[CH3:16])=[CH:8][CH:7]=1)=O.[CH3:20][O:21][C:22](=[O:27])[CH2:23][N:24]=[N+:25]=[N-:26]>CO>[N:24](/[C:23](=[CH:4]/[C:6]1[CH:11]=[CH:10][C:9]([NH:12][C:13]([O:14][C:15]([CH3:18])([CH3:17])[CH3:16])=[O:19])=[CH:8][CH:7]=1)/[C:22]([O:21][CH3:20])=[O:27])=[N+:25]=[N-:26] |f:0.1|. Procedure: To a solution 13.45 mmol of sodium methoxide in 6 mL absolute methanol at 0° C. was added a solution of 717 mg (3.24 mmol) of tert-butyl 4-formylphenylcarbamate and 1.49 g (12.96 mmol) methylazidoacetate dissolved in 6 mL absolute methanol dropwise over 5 minutes. The mixture was stirred at 0° C. for 6 h, then partitioned between ethyl acetate and acetic acid until neutral. The organic phase was dried over magnesium sulfate, concentrated and purified by column chromatography, eluting with 25% et... Reactants: BrC1=NC=C(C=C1[N+](=O)[O-])Br (2,5-dibromo-3-nitropyridine), O.O.[Sn](Cl)Cl (tin(II) chloride dihydrate). The solvent is CCOC(=O)C (EtOAc), C(C)(=O)OCC (ethyl acetate). Reaction conditions: temperature 90 celsius, time 2 hour. Product: BrC1=NC=C(C=C1N)Br (2,5-Dibromopyridin-3-amine). As a reaction SMILES: [Br:1][C:2]1[C:7]([N+:8]([O-])=O)=[CH:6][C:5]([Br:11])=[CH:4][N:3]=1.O.O.[Sn](Cl)Cl>CCOC(C)=O>[Br:1][C:2]1[C:7]([NH2:8])=[CH:6][C:5]([Br:11])=[CH:4][N:3]=1 |f:1.2.3|. Reported procedure: To a stirred mixture of 2,5-dibromo-3-nitropyridine (0.99 g, 3.50 mmol) in EtOAc (30.0 mL) was added tin(II) chloride dihydrate (4.02 g, 17.80 mmol) in portions. Upon complete addition of the reducing agent, the mixture was carefully heated to 90° C. After 2 h, the reaction was cooled to rt and diluted with ethyl acetate, then washed with 1M NaOH, water, and brine. After drying over anhydrous sodium sulfate and filtration, the organic solvent was removed under reduced pressure. The residue was i... Reactants: C(C1=CC=CC=C1)NCC1=CCC(C(N(C1)CC(NC1C(OC(C1)=O)OCC)=O)=O)NC(=O)C1=NC=CC2=CC=CC=C12 (Isoquinoline-1-carboxylic acid {6-(benzylamino-methyl)-1-[(2-ethoxy-5-oxo-tetrahydro-furan-3-ylcarbamoyl)-methyl]-2-oxo-2,3,4,7-tetrahydro-1H-azepin-3-yl}-amide), C(=O)(C(F)(F)F)O (TFA). The solvent is CC#N.O (CH3CN H2O). Product: C(C1=CC=CC=C1)NCC1=CCC(C(N(C1)CC(NC1C(OC(C1)=O)O)=O)=O)NC(=O)C1=NC=CC2=CC=CC=C12 (isoquinoline-1-carboxylic acid {6-(benzylamino-methyl)-1-[(2-hydroxy-5-oxo-tetrahydro-furan-3-ylcarbamoyl)-methyl]-2-oxo-2,3,4,7-tetrahydro-1H-azepin-3-yl}-amide). The yield is 38.0%. Reaction SMILES: [CH2:1]([NH:8][CH2:9][C:10]1[CH2:16][N:15]([CH2:17][C:18](=[O:29])[NH:19][CH:20]2[CH2:24][C:23](=[O:25])[O:22][CH:21]2[O:26]CC)[C:14](=[O:30])[CH:13]([NH:31][C:32]([C:34]2[C:43]3[C:38](=[CH:39][CH:40]=[CH:41][CH:42]=3)[CH:37]=[CH:36][N:35]=2)=[O:33])[CH2:12][CH:11]=1)[C:2]1[CH:7]=[CH:6][CH:5]=[CH:4][CH:3]=1.C(O)(C(F)(F)F)=O>CC#N.O>[CH2:1]([NH:8][CH2:9][C:10]1[CH2:16][N:15]([CH2:17][C:18](=[O:29])[NH:19][CH:20]2[CH2:24][C:23](=[O:25])[O:22][CH:21]2[OH:26])[C:14](=[O:30])[CH:13]([NH:31][C:32]([C:34]2[C:43]3[C:38](=[CH:39][CH:40]=[CH:41][CH:42]=3)[CH:37]=[CH:36][N:35]=2)=[O:33])[CH2:12][CH:11]=1)[C:2]1[CH:3]=[CH:4][CH:5]=[CH:6][CH:7]=1 |f:2.3|. Procedure: Isoquinoline-1-carboxylic acid {6-(benzylamino-methyl)-1-[(2-ethoxy-5-oxo-tetrahydro-furan-3-ylcarbamoyl)-methyl]-2-oxo-2,3,4,7-tetrahydro-1H-azepin-3-yl}-amide, 26, prepared herein above, is treated with TFA in CH3CN/H2O. The solution is then concentrated in vacuo and the resulting residue it purified by preparative reverse phase HPLC to afford 30 mg (38% yield) of the desired product. 1H NMR (CD3OD) δ 9.20–9.17 (d, J=8.7 Hz, 1H), 8.57–8.56 (d, J=5.7 Hz, 1H), 8.06–8.02 (m, 2H), 7.88–7.83 (d, d,...